Dataset: the Open Reaction Database (ORD), a public repository of structured organic reaction records. Task: describe an organic reaction: reactants, conditions, products, and yield The reactants are ClC=1C=C2C(=CC(=NC2=CC1)N)C1=CC=CC=C1 (6-chloro-4-phenyl-quinolin-2-ylamine), COC1=C(C=O)C=CC=C1 (2-methoxybenzaldehyde), COC1=C(CN)C=CC=C1 (2-methoxybenzylamine). The product is COC1=C(CNC2=NC3=CC=C(C=C3C(=C2)C2=CC=CC=C2)NCC2=C(C=CC=C2)OC)C=CC=C1 (N2,N6-Bis-(2-methoxy-benzyl)-4-phenyl-quinoline-2,6-diamine). Reaction SMILES: Cl[C:2]1[CH:3]=[C:4]2[C:9](=[CH:10][CH:11]=1)[N:8]=[C:7]([NH2:12])[CH:6]=[C:5]2[C:13]1[CH:18]=[CH:17][CH:16]=[CH:15][CH:14]=1.[CH3:19][O:20][C:21]1[CH:28]=[CH:27][CH:26]=[CH:25][C:22]=1[CH:23]=O.[CH3:29][O:30][C:31]1[CH:38]=[CH:37][CH:36]=[CH:35][C:32]=1[CH2:33][NH2:34]>>[CH3:19][O:20][C:21]1[CH:28]=[CH:27][CH:26]=[CH:25][C:22]=1[CH2:23][NH:12][C:7]1[CH:6]=[C:5]([C:13]2[CH:18]=[CH:17][CH:16]=[CH:15][CH:14]=2)[C:4]2[C:9](=[CH:10][CH:11]=[C:2]([NH:34][CH2:33][C:32]3[CH:35]=[CH:36][CH:37]=[CH:38][C:31]=3[O:30][CH3:29])[CH:3]=2)[N:8]=1. Reported procedure: The title compound, MS: m/e=476.3 (M+H+), was prepared in accordance with the general method of example 13 from 6-chloro-4-phenyl-quinolin-2-ylamine (CAS 51478-40), 2-methoxybenzaldehyde and 2-methoxybenzylamine. The reactants are C(=O)(OC(C)(C)C)N1CCNCCC1 (BOC-homopiperazine), BrC1=C(C=CC=C1[N+](=O)[O-])OC (2-bromo-1-methoxy-3-nitrobenzene), C([O-])([O-])=O.[Cs+].[Cs+] (cesium carbonate). The solvent is CN(C)C=O (DMF), CCCCCC (hexane), O (water), C(C)(=O)OCC (ethyl acetate), C(C)(=O)OCC (ethyl acetate). Run at temperature 60 celsius. Product: C(C)(C)(C)OC(=O)N1CCN(CCC1)C1=C(C=CC=C1[N+](=O)[O-])OC (4-(2-methoxy-6-nitrophenyl)-[1,4]diazepane-1-carboxylic acid tert-butyl ester). Yield: 28.5%. Reaction SMILES: [C:1]([N:8]1[CH2:14][CH2:13][CH2:12][NH:11][CH2:10][CH2:9]1)([O:3][C:4]([CH3:7])([CH3:6])[CH3:5])=[O:2].Br[C:16]1[C:21]([N+:22]([O-:24])=[O:23])=[CH:20][CH:19]=[CH:18][C:17]=1[O:25][CH3:26].C(=O)([O-])[O-].[Cs+].[Cs+]>CN(C=O)C.CCCCCC.C(OCC)(=O)C.O>[C:4]([O:3][C:1]([N:8]1[CH2:14][CH2:13][CH2:12][N:11]([C:16]2[C:21]([N+:22]([O-:24])=[O:23])=[CH:20][CH:19]=[CH:18][C:17]=2[O:25][CH3:26])[CH2:10][CH2:9]1)=[O:2])([CH3:7])([CH3:6])[CH3:5] |f:2.3.4|. Procedure details: A mixture of BOC-homopiperazine (1.0 g, 5 mmol, 1 equiv), 2-bromo-1-methoxy-3-nitrobenzene (1.16 g, 1 equiv), cesium carbonate (1.7 g, 1 equiv) in 10 mL of DMF was heated at 60° C. over 72 hrs. After cooling down to room temperature, ethyl acetate (100 mL) and water (50 mL) were added. The organic layer was subjected to flash chromatography (5 to 40% ethyl acetate in hexane) to give 4-(2-methoxy-6-nitrophenyl)-[1,4]diazepane-1-carboxylic acid tert-butyl ester (0.50 g, 25%), which was then treate...